This data is from the Open Reaction Database (ORD), a public repository of structured organic reaction records. The task is: describe an organic reaction: reactants, conditions, products, and yield The reactants are C(C(=O)C1=CC=CC=C1)Br (phenacyl bromide), C(=O)[O-].[NH4+] (ammonium formate). The solvent is C(=O)O (formic acid), O (water), [OH-].[Na+] (sodium hydroxide). Yields the product C1(=CC=CC=C1)C=1N=COC1 (4-phenyloxazole). Yield: 34.3%. As a reaction SMILES: [CH2:1](Br)[C:2]([C:4]1[CH:9]=[CH:8][CH:7]=[CH:6][CH:5]=1)=O.[CH:11]([O-:13])=O.[NH4+:14]>C(O)=O.O.[OH-].[Na+]>[C:4]1([C:2]2[N:14]=[CH:11][O:13][CH:1]=2)[CH:9]=[CH:8][CH:7]=[CH:6][CH:5]=1 |f:1.2,5.6|. Procedure: A solution of phenacyl bromide (4 g, 20.1 mmol) and ammonium formate (4.4 g, 70.35 mmol) in formic acid (20 mL) was refluxed for 5 h. The deep red mixture was cooled to r.t., diluted with water and basified with dilute sodium hydroxide solution. This was extracted with ethyl acetate (×3), then the combined organic layers were washed with water and brine, dried over sodium sulfate and concentrated under reduced pressure. The residue was purified by column chromatography on silica gel (60-120 mesh... RXN SMILES: [ClH:1].[CH2:2]([C:4]1[S:5][CH:6]=[C:7]2[CH2:11][NH:10][CH2:9][C:8]=12)[CH3:3].[CH:12]([N:15](CC)[CH:16]([CH3:18])C)([CH3:14])C.C[N:22](C)C=O>>[ClH:1].[ClH:1].[CH2:2]([C:4]1[S:5][CH:6]=[C:7]2[CH2:11][N:10]([CH2:14][C:12]3[NH:15][CH2:16][CH2:18][N:22]=3)[CH2:9][C:8]=12)[CH3:3] |f:0.1,4.5.6|. Procedure details: 0.53 g of 1-ethyl-5,6-dihydro-4H-thieno-[3,4-c]pyrrole hydrochloride, 1.47 ml of N,N-diisopropylethylamine and 15 ml of dimethylformamide are introduced into a 25 ml round-bottomed flask and then a solution of 0.75 g of 2-chloromethyl-1H-4,5-dihydroimidazole hydrochloride and 0.5 ml of N,N-diisopropylethyl-amine in 15 ml of dimethylformamide is added. The reaction mixture is subjected to ultrasound for 8 h, the solvent is then evaporated and the residue is purified by chromatography on silica ge... Yields the product Cl.Cl.C(C)C=1SC=C2C1CN(C2)CC=2NCCN2 (1-Ethyl-5-[(4,5-dihydro-1H-imidazol-2-yl)methyl]-5,6-dihydro-4H-thieno[3,4-c]pyrrole dihydrochloride). The reactants are Cl.C(C)C=1SC=C2C1CNC2 (1-ethyl-5,6-dihydro-4H-thieno-[3,4-c]pyrrole hydrochloride), C(C)(C)N(C(C)C)CC (N,N-diisopropylethylamine), CN(C=O)C (dimethylformamide), 2-chloromethyl-1H-4,5-dihydroimidazole hydrochloride, C(C)(C)N(C(C)C)CC (N,N-diisopropylethyl-amine), CN(C=O)C (dimethylformamide). Reactants: O1CCN(CC1)C1=CC=C2C(=C1)NCC21CCOCC1 (6-morpholino-2′,3′,5′,6′-tetrahydrospiro-[indoline-3,4′-pyran]), ClC1=C(C(=NC2=CC(=CC=C12)F)C1=NC(=CC=C1)OC)C (4-chloro-7-fluoro-2-(6-methoxypyridin-2-yl)-3-methylquinoline), Cl (hydrochloric acid), O1CCOCC1 (1,4-dioxane). The solvent is CN1CCCC1=O (NMP). Conditions: temperature 150 celsius. The product is FC1=CC=C2C(=C(C(=NC2=C1)C1=CC=CC(=N1)O)C)N1CC2(CCOCC2)C2=CC=C(C=C12)N1CCOCC1 (6-(7-fluoro-3-methyl-4-(6-(4-morpholinyl)-2′,3′,5′,6′-tetrahydrospiro[indole-3,4′-pyran]-1(2H)-yl)-2-quinolinyl)-2-pyridinol). RXN SMILES: [O:1]1[CH2:6][CH2:5][N:4]([C:7]2[CH:12]=[C:11]3[NH:13][CH2:14][C:15]4([CH2:20][CH2:19][O:18][CH2:17][CH2:16]4)[C:10]3=[CH:9][CH:8]=2)[CH2:3][CH2:2]1.Cl.O1CCOCC1.Cl[C:29]1[C:38]2[C:33](=[CH:34][C:35]([F:39])=[CH:36][CH:37]=2)[N:32]=[C:31]([C:40]2[CH:45]=[CH:44][CH:43]=[C:42]([O:46]C)[N:41]=2)[C:30]=1[CH3:48]>CN1C(=O)CCC1>[F:39][C:35]1[CH:34]=[C:33]2[C:38]([C:29]([N:13]3[C:11]4[C:10](=[CH:9][CH:8]=[C:7]([N:4]5[CH2:3][CH2:2][O:1][CH2:6][CH2:5]5)[CH:12]=4)[C:15]4([CH2:20][CH2:19][O:18][CH2:17][CH2:16]4)[CH2:14]3)=[C:30]([CH3:48])[C:31]([C:40]3[N:41]=[C:42]([OH:46])[CH:43]=[CH:44][CH:45]=3)=[N:32]2)=[CH:37][CH:36]=1. Procedure: Prepared according to procedure L using 6-morpholino-2′,3′,5′,6′-tetrahydrospiro-[indoline-3,4′-pyran] (87 mg, 0.32 mmol) (described herein), 4.0M hydrochloric acid in 1,4-dioxane (66 μL, 0.25 mmol), 4-chloro-7-fluoro-2-(6-methoxypyridin-2-yl)-3-methylquinoline (80 mg, 0.25 mmol) (described herein), and NMP (440 μL), and heating in a microwave at 150° C. for 180 min. Purification afforded 6-(7-fluoro-3-methyl-4-(6-(4-morpholinyl)-2′,3′,5′,6′-tetrahydrospiro[indole-3,4′-pyran]-1(2H)-yl)-2-quinoli... Yields the product ClC(=CC#N)C1=CC=CC=C1 (3-Chloro-3-phenylprop-2-enenitrile). The reactants are total solution, Cl.NO (hydroxylamine hydrochloride), CN(C)C=O (DMF), Cl.NO (hydroxylamine hydrochloride), CN(C)C=O (DMF), C(C)(=O)C1=CC=CC=C1 (acetophenone), ice, P(=O)(Cl)(Cl)Cl (phosphorous oxychloride), CN(C=O)C (dimethylformamide). As a reaction SMILES: P(Cl)(Cl)(Cl)=O.[C:6]([C:9]1[CH:14]=[CH:13][CH:12]=[CH:11][CH:10]=1)(=O)[CH3:7].[ClH:15].NO.C[N:19]([CH:21]=O)C>O>[Cl:15][C:6]([C:9]1[CH:14]=[CH:13][CH:12]=[CH:11][CH:10]=1)=[CH:7][C:21]#[N:19] |f:2.3|. The solvent is O (water). Procedure: To an ice cold (0-5° C.) dimethylformamide (2.56 mL, 33.32 mmol) was added phosphorous oxychloride (1.56 mL, 16.66 mmol) dropwise with stirring for 15 min. To this cold mixture, acetophenone (1.0 g, 8.3 mmol) was added dropwise maintaining the temperature of the reaction mixture between 45-55° C. for 10 min. The reaction mixture was slowly allowed to rt and stand for 30 min. To the reaction mixture, 0.5 mL of a total solution of hydroxylamine hydrochloride (2.31 g, 33.32 mmol) in dry DMF (3.3 mL... Reaction conditions: temperature 50 celsius, time 15 minute. Yield: 53.0%. Procedure details: 4-Hydroxyphenyl methanol (124 g, 1 mole) and 192 g (1 mole) of 1-(2-methoxyphenyl)piperazine, together with 56 g (1 mole) of potassium hydroxide and 8.7 g (0.1 mole) of lithium bromide and 32.2 g (0.1 mole) of Aliquat 366 were dissolved in a mixture of 1 liter of toluene and 1 liter of water. The reaction mixture was refluxed for 24 hours, and then allowed to cool to room temperature. The organic layer was decanted and extracted twice with 500 ml of a 10% sodium hydroxide solution. The basic aqu... Yield: 56.0%. Product: COC1=C(C=CC=C1)N1CCN(CC1)CC1=CC=C(C=C1)O (1-(2-Methoxyphenyl)-4-[(4-hydroxyphenyl)methyl]piperazine). Run in C1(=CC=CC=C1)C (toluene), O (water). Starting materials: OC1=CC=C(C=C1)CO (4-Hydroxyphenyl methanol), COC1=C(C=CC=C1)N1CCNCC1 (1-(2-methoxyphenyl)piperazine), [OH-].[K+] (potassium hydroxide), [Br-].[Li+] (lithium bromide). As a reaction SMILES: [OH:1][C:2]1[CH:7]=[CH:6][C:5]([CH2:8]O)=[CH:4][CH:3]=1.[CH3:10][O:11][C:12]1[CH:17]=[CH:16][CH:15]=[CH:14][C:13]=1[N:18]1[CH2:23][CH2:22][NH:21][CH2:20][CH2:19]1.[OH-].[K+].[Br-].[Li+]>C1(C)C=CC=CC=1.O>[CH3:10][O:11][C:12]1[CH:17]=[CH:16][CH:15]=[CH:14][C:13]=1[N:18]1[CH2:23][CH2:22][N:21]([CH2:8][C:5]2[CH:4]=[CH:3][C:2]([OH:1])=[CH:7][CH:6]=2)[CH2:20][CH2:19]1 |f:2.3,4.5|.